This data is from the Open Reaction Database (ORD), a public repository of structured organic reaction records. The task is: describe an organic reaction: reactants, conditions, products, and yield Reactants: FC(S(=O)(=O)OC1=C(C=C(C(=C1)C)[N+](=O)[O-])C(C)C)(F)F (2-isopropyl-5-methyl-4-nitrophenyl trifluoromethanesulfonate), CNC(=O)C1=CC=C(C=C1)B(O)O (4-(methylcarbamoyl)phenylboronic acid), [F-].[Cs+] (cesium fluoride). The reagents and catalysts are C(C)(C)(C)P(C(C)(C)C)C(C)(C)C.C(C)(C)(C)P(C(C)(C)C)C(C)(C)C.[Pd] (palladium bis(tri-tert-butylphospine)). Solvent: O1CCOCC1 (dioxane). Conditions: temperature 120 celsius. Product: C(C)(C)C1=C(C=C(C(=C1)[N+](=O)[O-])C)C1=CC=C(C=C1)C(=O)NC (2′-isopropyl-N,5′-dimethyl-4′-nitrobiphenyl-4-carboxamide). RXN SMILES: FC(F)(F)S(O[C:7]1[CH:12]=[C:11]([CH3:13])[C:10]([N+:14]([O-:16])=[O:15])=[CH:9][C:8]=1[CH:17]([CH3:19])[CH3:18])(=O)=O.[CH3:22][NH:23][C:24]([C:26]1[CH:31]=[CH:30][C:29](B(O)O)=[CH:28][CH:27]=1)=[O:25].[F-].[Cs+]>O1CCOCC1.C(P(C(C)(C)C)C(C)(C)C)(C)(C)C.C(P(C(C)(C)C)C(C)(C)C)(C)(C)C.[Pd]>[CH:17]([C:8]1[CH:9]=[C:10]([N+:14]([O-:16])=[O:15])[C:11]([CH3:13])=[CH:12][C:7]=1[C:29]1[CH:30]=[CH:31][C:26]([C:24]([NH:23][CH3:22])=[O:25])=[CH:27][CH:28]=1)([CH3:19])[CH3:18] |f:2.3,5.6.7|. Reported procedure: To a mixture of crude 2-isopropyl-5-methyl-4-nitrophenyl trifluoromethanesulfonate (Step 2, 200 mg, 0.61 mmol), 4-(methylcarbamoyl)phenylboronic acid (142 mg, 0.79 mmol) and cesium fluoride (185 mg, 1.22 mmol) in dioxane (15 mL), is added palladium bis(tri-tert-butylphospine) (15 mg, 10% mmol) in a microwave tube. The tube is sealed. The mixture is purged with N2 for 3 min, and then heated at 120° C. for 10 min under microwave irradiation. The mixture is cooled, filtered and concentrated. The re... The reactants are CCOC(C)=O, O=C([O-])C1C(=CCO)OC2CC(=O)N21, [K], O, O=S(=O)(O)O. Product: O=C(O)C1C(=CCO)OC2CC(=O)N21. RXN SMILES: [CH3:22][CH2:23][O:24][C:25](=[O:26])[CH3:27].[CH:2]12[CH2:3][C:4](=[O:5])[N:6]1[CH:7]([C:8]([O-:9])=[O:10])[C:11](=[CH:13][CH2:14][OH:15])[O:12]2.[K:1].[OH2:16].[S:17](=[O:18])(=[O:19])([OH:20])[OH:21]>>[CH:2]12[CH2:3][C:4](=[O:5])[N:6]1[CH:7]([C:8](=[O:9])[OH:10])[C:11](=[CH:13][CH2:14][OH:15])[O:12]2. As a reaction SMILES: [O:1]1[CH2:6][CH2:5][N:4]([C:7](=[O:29])[CH2:8][C@@H:9]([NH:18]C(=O)OCC2C=CC=CC=2)[CH2:10][S:11][C:12]2[CH:17]=[CH:16][CH:15]=[CH:14][CH:13]=2)[CH2:3][CH2:2]1>Br.C(O)(=O)C>[NH2:18][C@@H:9]([CH2:10][S:11][C:12]1[CH:17]=[CH:16][CH:15]=[CH:14][CH:13]=1)[CH2:8][C:7]([N:4]1[CH2:5][CH2:6][O:1][CH2:2][CH2:3]1)=[O:29]. The product is N[C@H](CC(=O)N1CCOCC1)CSC1=CC=CC=C1 ((R)-3-amino-1-morpholino-4-(phenylthio)butan-1-one). Run at time 50 hour. The reactants are O1CCN(CC1)C(C[C@H](CSC1=CC=CC=C1)NC(OCC1=CC=CC=C1)=O)=O ((R)-benzyl 4-morpholino-4-oxo-1-(phenylthio)butan-2-ylcarbamate), O1CCN(CC1)C(C[C@H](CSC1=CC=CC=C1)NC(OCC1=CC=CC=C1)=O)=O ((R)-benzyl 4-morpholino-4-oxo-1-(phenylthio)butan-2-ylcarbamate). The solvent is Br (HBr), C(C)(=O)O (acetic acid). Reported procedure: A suspension of (R)-benzyl 4-morpholino-4-oxo-1-(phenylthio)butan-2-ylcarbamate (INTERMEDIATE 71, 25 g, 60 mmol) in 40% HBr in acetic acid (500 ml) was stirred at room temperature for 50 hrs. The reaction mixture became homogeneous during this time. The reaction mixture was concentrated to dryness, diluted with water (400 ml) and 5% aq. HCl (200 ml) and washed with diethyl ether (3×100 ml). The aqueous phase was brought to pH ˜8-9 with solid Na2CO3 and extracted vigorously with CH2Cl2 (5×). The ... Starting materials: N, O, O=P(Cl)(Cl)Cl, O=c1[nH]cnc2occ(-c3ccccc3)c12. Yields the product Clc1ncnc2occ(-c3ccccc3)c12. RXN SMILES: [NH3:22].[OH2:23].[P:1]([Cl:2])([Cl:3])([Cl:4])=[O:5].[c:6]1(-[c:12]2[cH:13][o:14][c:15]3[n:16][cH:17][nH:18][c:19](=[O:21])[c:20]23)[cH:7][cH:8][cH:9][cH:10][cH:11]1>>[Cl:3][c:19]1[n:18][cH:17][n:16][c:15]2[o:14][cH:13][c:12](-[c:6]3[cH:7][cH:8][cH:9][cH:10][cH:11]3)[c:20]21. The reactants are C1(=CC=CC=C1)C (toluene), C(C)(C)(C)OC(=O)N1CCN(CC1)C1=C(C=C(C=C1)C)Cl (4-(2-chloro-4-methylphenyl)piperazine-1-carboxylic acid tert-butyl ester), P(=O)([O-])([O-])[O-].[K+].[K+].[K+] (tripotassium phosphate), C1(CC1)B(O)O (cyclopropylboronic acid). Reagents/catalysts: C1CCC(CC1)P(C2CCCCC2)C3CCCCC3.C1CCC(CC1)P(C2CCCCC2)C3CCCCC3.[Cl-].[Cl-].[Pd+2] (bis(tricyclohexylphosphine)palladium (II) dichloride). Solvent: O (water). Product: C(C)(C)(C)OC(=O)N1CCN(CC1)C1=C(C=C(C=C1)C)C1CC1 (4-(2-cyclopropyl-4-methylphenyl)piperazine-1carboxylic acid tert-butyl ester). The yield is 105.4%. As a reaction SMILES: [C:1]([O:5][C:6]([N:8]1[CH2:13][CH2:12][N:11]([C:14]2[CH:19]=[CH:18][C:17]([CH3:20])=[CH:16][C:15]=2Cl)[CH2:10][CH2:9]1)=[O:7])([CH3:4])([CH3:3])[CH3:2].P([O-])([O-])([O-])=O.[K+].[K+].[K+].[CH:30]1(B(O)O)[CH2:32][CH2:31]1.C1(C)C=CC=CC=1>C1CCC(P(C2CCCCC2)C2CCCCC2)CC1.C1CCC(P(C2CCCCC2)C2CCCCC2)CC1.[Cl-].[Cl-].[Pd+2].O>[C:1]([O:5][C:6]([N:8]1[CH2:13][CH2:12][N:11]([C:14]2[CH:19]=[CH:18][C:17]([CH3:20])=[CH:16][C:15]=2[CH:30]2[CH2:32][CH2:31]2)[CH2:10][CH2:9]1)=[O:7])([CH3:4])([CH3:3])[CH3:2] |f:1.2.3.4,7.8.9.10.11|. Procedure details: To a mixture of 4-(2-chloro-4-methylphenyl)piperazine-1-carboxylic acid tert-butyl ester (932 mg), bis(tricyclohexylphosphine)palladium (II) dichloride (132 mg), tripotassium phosphate (3.8 g) and cyclopropylboronic acid (688 mg) were added toluene (10 mL) and water (500 μL) and the mixture was refluxed for 5 hr. After cooling, the mixture was extracted with ethyl acetate, washed with saturated brine, and the solvent was evaporated. The residue was purified by column chromatography (chloroform) ...